describe an organic reaction: reactants, conditions, products, and yield From a dataset of the Open Reaction Database (ORD), a public repository of structured organic reaction records. The reactants are C1(C=2C(C(N1)=O)=CC=CC2)=O (phthalimide), C1(=CC=CC=C1)P(C1=CC=CC=C1)C1=CC=CC=C1 (triphenylphosphine), CCOC(=O)/N=N/C(=O)OCC (diethylazodicarboxylate), ClC1=C(C=CC=C1)C(C1=C(C=CC=C1)N1C(=NN=C1CO)CCN(C)C)=O (2'-chloro-2-[3-[2-(dimethylamino)ethyl]-5-(hydroxymethyl)-4H-1,2,4-triazol-4-yl]benzophenone). Run in O1CCCC1 (tetrahydrofuran). Product: ClC1=C(C=CC=C1)C(C1=C(C=CC=C1)N1C(=NN=C1CN1C(C=2C(C1=O)=CC=CC2)=O)CCN(C)C)=O (2'-chloro-2-[3-[2-(dimethylamino)-ethyl]-5-(phthalimidomethyl)-4H-1,2,4-triazol-4-yl]benzophenone). RXN SMILES: [Cl:1][C:2]1[CH:7]=[CH:6][CH:5]=[CH:4][C:3]=1[C:8](=[O:27])[C:9]1[CH:14]=[CH:13][CH:12]=[CH:11][C:10]=1[N:15]1[C:19]([CH2:20]O)=[N:18][N:17]=[C:16]1[CH2:22][CH2:23][N:24]([CH3:26])[CH3:25].[C:28]1(=[O:38])[NH:32][C:31](=[O:33])[C:30]2=[CH:34][CH:35]=[CH:36][CH:37]=[C:29]12.C1(P(C2C=CC=CC=2)C2C=CC=CC=2)C=CC=CC=1.CCOC(/N=N/C(OCC)=O)=O>O1CCCC1>[Cl:1][C:2]1[CH:7]=[CH:6][CH:5]=[CH:4][C:3]=1[C:8](=[O:27])[C:9]1[CH:14]=[CH:13][CH:12]=[CH:11][C:10]=1[N:15]1[C:19]([CH2:20][N:32]2[C:31](=[O:33])[C:30]3=[CH:34][CH:35]=[CH:36][CH:37]=[C:29]3[C:28]2=[O:38])=[N:18][N:17]=[C:16]1[CH2:22][CH2:23][N:24]([CH3:25])[CH3:26]. Procedure: In the manner given in Example 1B, 2'-chloro-2-[3-[2-(dimethylamino)ethyl]-5-(hydroxymethyl)-4H-1,2,4-triazol-4-yl]benzophenone in tetrahydrofuran is treated with phthalimide, triphenylphosphine and diethylazodicarboxylate to give 2'-chloro-2-[3-[2-(dimethylamino)-ethyl]-5-(phthalimidomethyl)-4H-1,2,4-triazol-4-yl]benzophenone. RXN SMILES: [OH-].[Na+].C([O:6][CH2:7][C:8]1[C:13]([CH3:14])=[C:12]([O:15][CH3:16])[C:11]([CH3:17])=[CH:10][N:9]=1)(=O)C.CC1C(C)=C(OC)C(C)=C[N+]=1[O-]>>[OH:6][CH2:7][C:8]1[C:13]([CH3:14])=[C:12]([O:15][CH3:16])[C:11]([CH3:17])=[CH:10][N:9]=1 |f:0.1|. Yield: 92.4%. Reported procedure: 30% aqueous sodium hydroxide was added over a solution of crude 2-acetoxymethyl-3,5-dimethyl-4-methoxypyridine prepared from 30.06 g (0.18 mole) of 2,3,5-trimethyl-4-methoxypyridine N-oxide, to pH 13. The mass was stirred for about 3.5 hours at 25°-28° C., with addition of 30% aqueous sodium hydroxide at the appropriate rate to hold the pH to between 11.7 and 13. Once the reaction was terminated (complete disappearance of the band located towards 1700 cm-1) the pH was adjusted to 6.5 with acetic... Reactants: [OH-].[Na+] (sodium hydroxide), [OH-].[Na+] (sodium hydroxide), C(C)(=O)OCC1=NC=C(C(=C1C)OC)C (2-acetoxymethyl-3,5-dimethyl-4-methoxypyridine), CC1=[N+](C=C(C(=C1C)OC)C)[O-] (2,3,5-trimethyl-4-methoxypyridine N-oxide). Yields the product OCC1=NC=C(C(=C1C)OC)C (2-HYDROXYMETHYL-3.5-DIMETHYL-4-METHOXYPYRIDINE). Starting materials: C(C1=CC=CC=C1)OC=1C=C(C=CC1OCC1=CC=CC=C1)C=1OC2=C(C(C1O)=O)C=C(C=C2)N (2-(3,4-dibenzyloxyphenyl)-3-hydroxy-6-amino-4H-1-benzopyran-4-one), C(C)#N (acetonitrile). Conditions: temperature 0 celsius, time 5 day. The product is C(C1=CC=CC=C1)OC=1C=C(C=CC1OCC1=CC=CC=C1)C=1OC2=C(C(C1O)=O)C=C(C=C2)NC(C)=N (2-(3,4-dibenzyloxyphenyl)-3-hydroxy-6-[(1-iminoethyl)amino]-4H-1-benzopyran-4-one). The yield is 92.0%. Reaction SMILES: [CH2:1]([O:8][C:9]1[CH:10]=[C:11]([C:23]2[O:24][C:25]3[CH:34]=[CH:33][C:32]([NH2:35])=[CH:31][C:26]=3[C:27](=[O:30])[C:28]=2[OH:29])[CH:12]=[CH:13][C:14]=1[O:15][CH2:16][C:17]1[CH:22]=[CH:21][CH:20]=[CH:19][CH:18]=1)[C:2]1[CH:7]=[CH:6][CH:5]=[CH:4][CH:3]=1.[C:36](#[N:38])[CH3:37]>>[CH2:1]([O:8][C:9]1[CH:10]=[C:11]([C:23]2[O:24][C:25]3[CH:34]=[CH:33][C:32]([NH:35][C:36](=[NH:38])[CH3:37])=[CH:31][C:26]=3[C:27](=[O:30])[C:28]=2[OH:29])[CH:12]=[CH:13][C:14]=1[O:15][CH2:16][C:17]1[CH:22]=[CH:21][CH:20]=[CH:19][CH:18]=1)[C:2]1[CH:7]=[CH:6][CH:5]=[CH:4][CH:3]=1. Procedure details: 2-(3,4-dibenzyloxyphenyl)-3-hydroxy-6-amino-4H-1-benzopyran-4-one (1.9 g; 3.78 mmol) was suspended in acetonitrile (40 mL) and cooled at 0° C. HCl was bubbled into the solution upon saturation. The reaction was then stirred for 5 days at r.t. Upon completion, H2O (20 mL) was added and the acetonitrile removed under vacuum. The precipitate was filtered off and dried to afford the titled compound as a bright yellow solid. Yield: 92%. TLC (9/1 Chloroform/Methanol) Rf: 0.2. 1H-NMR (d6-DMSO): 11.61 (... Starting materials: Cn1cc(Br)cn1, CC(c1ccc(B2OC(C)(C)C(C)(C)O2)cc1)N1CCC(CC(C)(C)O)(c2ccccc2)OC1=O. Product: CC(c1ccc(-c2cnn(C)c2)cc1)N1CCC(CC(C)(C)O)(c2ccccc2)OC1=O. As a reaction SMILES: [Br:36][c:37]1[cH:38][n:39][n:40]([CH3:42])[cH:41]1.[OH:1][C:2]([CH2:3][C:4]1([c:28]2[cH:29][cH:30][cH:31][cH:32][cH:33]2)[CH2:5][CH2:6][N:7]([CH:11]([CH3:12])[c:13]2[cH:14][cH:15][c:16]([B:19]3[O:20][C:21]([CH3:22])([CH3:23])[C:24]([CH3:25])([CH3:26])[O:27]3)[cH:17][cH:18]2)[C:8](=[O:10])[O:9]1)([CH3:34])[CH3:35]>>[OH:1][C:2]([CH2:3][C:4]1([c:28]2[cH:29][cH:30][cH:31][cH:32][cH:33]2)[CH2:5][CH2:6][N:7]([CH:11]([CH3:12])[c:13]2[cH:14][cH:15][c:16](-[c:37]3[cH:38][n:39][n:40]([CH3:42])[cH:41]3)[cH:17][cH:18]2)[C:8](=[O:10])[O:9]1)([CH3:34])[CH3:35]. The reactants are FC1=C(C(=CC=C1)F)N1C(C=CC2=C1N=C(N=C2C=2C=C(C=CC2C)NC(=O)C=2SC=CC2)S(=O)(=O)C)=O (N-{3-[8-(2,6-difluorophenyl)-2-(methylsulfonyl)-7-oxo-7,8-dihydropyrido[2,3-d]pyrimidin-4-yl]-4-methylphenyl}-2-thiophenecarboxamide), NC1CCN(CC1)C(=O)OC(C)(C)C (1,1-dimethylethyl 4-amino-1-piperidinecarboxylate). Yields the product FC1=C(C(=CC=C1)F)N1C(C=CC2=C1N=C(N=C2C=2C=C(C=CC2C)NC(=O)C=2SC=CC2)NC2CCNCC2)=O (N-{3-[8-(2,6-difluorophenyl)-7-oxo-2-(4-piperidinylamino)-7,8-dihydropyrido[2,3-d]pyrimidin-4-yl]-4-methylphenyl}-2-thiophenecarboxamide). Reaction SMILES: [F:1][C:2]1[CH:7]=[CH:6][CH:5]=[C:4]([F:8])[C:3]=1[N:9]1[C:14]2[N:15]=[C:16](S(C)(=O)=O)[N:17]=[C:18]([C:19]3[CH:20]=[C:21]([NH:26][C:27]([C:29]4[S:30][CH:31]=[CH:32][CH:33]=4)=[O:28])[CH:22]=[CH:23][C:24]=3[CH3:25])[C:13]=2[CH:12]=[CH:11][C:10]1=[O:38].[NH2:39][CH:40]1[CH2:45][CH2:44][N:43](C(OC(C)(C)C)=O)[CH2:42][CH2:41]1>>[F:8][C:4]1[CH:5]=[CH:6][CH:7]=[C:2]([F:1])[C:3]=1[N:9]1[C:14]2[N:15]=[C:16]([NH:39][CH:40]3[CH2:45][CH2:44][NH:43][CH2:42][CH2:41]3)[N:17]=[C:18]([C:19]3[CH:20]=[C:21]([NH:26][C:27]([C:29]4[S:30][CH:31]=[CH:32][CH:33]=4)=[O:28])[CH:22]=[CH:23][C:24]=3[CH3:25])[C:13]=2[CH:12]=[CH:11][C:10]1=[O:38]. Reported procedure: The title compound was prepared as described in Example 2 from N-{3-[8-(2,6-difluorophenyl)-2-(methylsulfonyl)-7-oxo-7,8-dihydropyrido[2,3-d]pyrimidin-4-yl]-4-methylphenyl}-2-thiophenecarboxamide and 1,1-dimethylethyl 4-amino-1-piperidinecarboxylate. LC-MS m/z 573 (M+H)+, 1.90 min (ret time). Reactants: FC=1C=C(C=CC1F)C(CC1=NC2=C(N1)CCCC2)=O (1-(3,4-Difluorophenyl)-2-(4,5,6,7-tetrahydro-1H-benzimidazol-2-yl)ethanone), C[O-].[Na+] (sodium methylate), C(C#C)(=O)OC (methyl propiolate). The product is FC=1C=C(C(=O)C=2C=CC(N3C2NC2=C3CCCC2)=O)C=CC1F (4-(3,4-Difluorobenzoyl)-6,7,8,9-tetrahydropyrido[1,2-a]benzimidazol-1(5H)-one). RXN SMILES: [F:1][C:2]1[CH:3]=[C:4]([C:9](=[O:20])[CH2:10][C:11]2[NH:15][C:14]3[CH2:16][CH2:17][CH2:18][CH2:19][C:13]=3[N:12]=2)[CH:5]=[CH:6][C:7]=1[F:8].C[O-].[Na+].[C:24](OC)(=[O:27])[C:25]#[CH:26]>>[F:1][C:2]1[CH:3]=[C:4]([CH:5]=[CH:6][C:7]=1[F:8])[C:9]([C:10]1[CH:26]=[CH:25][C:24](=[O:27])[N:15]2[C:14]3[CH2:16][CH2:17][CH2:18][CH2:19][C:13]=3[NH:12][C:11]=12)=[O:20] |f:1.2|. Procedure: The compound is prepared as described in example 20 with 200 mg (0.72 mmol) of 1-(3,4-Difluorophenyl)-2-(4,5,6,7-tetrahydro-1H-benzimidazol-2-yl)ethanone (example XXXVII), 78.2 mg (1.45 mmol) of sodium methylate and 60.9 mg (0.72 mmol) methyl propiolate. Run in CO (methanol). Reported procedure: To a solution of 4-nitrocatechol (310 mg, 2.0 mmol) in methanol (20 mL) is added hydrazine (200 μL) and a catalytic amount of Raney-Nickel (50 mg). The reaction mixture is left to stir at ambient temperature for 16 hours. The solution is then filtered over celite to remove Raney-Nickel and the filtrate evaporated to dryness. The 3,4-dihydroxyaniline thus produced is used as such for the next reaction. Reactants: [N+](=O)([O-])C=1C=C(C(O)=CC1)O (4-nitrocatechol), NN (hydrazine). RXN SMILES: [N+:1]([C:4]1[CH:5]=[C:6]([OH:11])[C:7](=[CH:9][CH:10]=1)[OH:8])([O-])=O.NN>CO.[Ni]>[OH:11][C:6]1[CH:5]=[C:4]([CH:10]=[CH:9][C:7]=1[OH:8])[NH2:1]. The reagents and catalysts are [Ni] (Raney-Nickel). Yields the product OC=1C=C(N)C=CC1O (3,4-dihydroxyaniline). Reaction conditions: time 16 hour. Product: CCCCCCCCCCCC(CC(=O)NC(=O)C(N)CO)OC(=O)CCCCCCCCC. The reactants are CCCCCCCCCCCC(CC(=O)O)OC(=O)CCCCCCCCC, ClCCl, Cl, NC(=O)C(N)CO. As a reaction SMILES: [C:9]([CH2:10][CH2:11][CH2:12][CH2:13][CH2:14][CH2:15][CH2:16][CH2:17][CH3:18])(=[O:19])[O:20][CH:21]([CH2:22][C:23](=[O:24])[OH:25])[CH2:26][CH2:27][CH2:28][CH2:29][CH2:30][CH2:31][CH2:32][CH2:33][CH2:34][CH2:35][CH3:36].[Cl:37][CH2:38][Cl:39].[ClH:1].[NH2:2][CH:3]([CH2:4][OH:5])[C:6](=[O:7])[NH2:8]>>[NH2:2][CH:3]([CH2:4][OH:5])[C:6](=[O:7])[NH:8][C:23]([CH2:22][CH:21]([O:20][C:9]([CH2:10][CH2:11][CH2:12][CH2:13][CH2:14][CH2:15][CH2:16][CH2:17][CH3:18])=[O:19])[CH2:26][CH2:27][CH2:28][CH2:29][CH2:30][CH2:31][CH2:32][CH2:33][CH2:34][CH2:35][CH3:36])=[O:24]. Reactants: C(C1=CC=CC=C1)N(CC)CC1OCC2=C(O1)C=C(C=C2)S(=O)(=O)C ((−)-N-benzyl-N-{[7-(methylsulfonyl)-4H-1,3-benzodioxin-2-yl]methyl}ethanamine). The reagents and catalysts are [Pd] (palladium on carbon). Solvent: CCO (EtOH). The product is CS(=O)(=O)C=1C=CC2=C(OC(OC2)CNCC)C1 ((−)-N-{[7-(METHYLSULFONYL)-4H-1,3-BENZODIOXIN-2-YL]METHYL}ETHANAMINE). Yield: 76.5%. RXN SMILES: [CH2:1]([N:8]([CH2:11][CH:12]1[O:17][C:16]2[CH:18]=[C:19]([S:22]([CH3:25])(=[O:24])=[O:23])[CH:20]=[CH:21][C:15]=2[CH2:14][O:13]1)CC)[C:2]1C=CC=CC=1>[Pd].CCO>[CH3:25][S:22]([C:19]1[CH:20]=[CH:21][C:15]2[CH2:14][O:13][CH:12]([CH2:11][NH:8][CH2:1][CH3:2])[O:17][C:16]=2[CH:18]=1)(=[O:23])=[O:24]. Procedure details: (−)-N-benzyl-N-{[7-(methylsulfonyl)-4H-1,3-benzodioxin-2-yl]methyl}ethanamine (0.47 g, 1.30 mmol), palladium on carbon (10%, 30 mg) and EtOH (15 ml) was hydrogenated at 50 psi for 13 h. The reaction mixture was filtered through a pad of celite and the filtrate was evaporated to dryness (0.34 g). Purification by flash chromatography (EtOAc/MeOH 4:1) afforded the pure title compound (0.27 g, 77%, >95% e.e.). The amine was converted into the hydrochloric acid salt and crystallized from EtOH/MeOH/DE...